From a dataset of the Open Reaction Database (ORD), a public repository of structured organic reaction records. describe an organic reaction: reactants, conditions, products, and yield Reactants: C1=CC=C(C(=C1)[N+](=O)[O-])O[C@H]2[C@@H]([C@H]([C@H]([C@H](O2)CO)O)O)O (o-nitrophenyl-β-D-galactoside), C([O-])(O)=O.[Na+] (sodium bicarbonate). Conditions: temperature 37 celsius, time 2 hour. The product is O=C[C@H](O)[C@@H](O)[C@@H](O)[C@H](O)CO (D-galactose). As a reaction SMILES: C1C=C([N+]([O-])=O)C([O:10][C@@H:11]2[O:16][C@H:15]([CH2:17][OH:18])[C@H:14]([OH:19])[C@H:13]([OH:20])[C@H:12]2[OH:21])=CC=1.C(=O)(O)[O-].[Na+]>>[O:10]=[CH:11][C@@H:12]([C@H:13]([C@H:14]([C@@H:15]([CH2:17][OH:18])[OH:16])[OH:19])[OH:20])[OH:21] |f:1.2|. Procedure: To a solution containing 30.12 g (100 mmol) o-nitrophenyl-β-D-galactoside in 1000 ml distilled water buffered at pH 6.8 with 0.5 M phosphate buffer and maintained at 37° C. is added 10 mg of monoclonal antibodies prepared according to Example 6. The reaction mixture is gently agitated for 2.0 hours. The monoclonal antibodies are then recovered from the reaction mixture by ultrafiltration. The filtrate is then cooled to 10° C. and treated with 9.2 g (110 mmol) sodium bicarbonate. The D-galactose ... Reactants: [Cl-].[NH4+] (ammonium chloride), C1(CC1)C1=CC(=NN1)NC1=CC(=C(C=C1[N+](=O)[O-])F)N[C@@H](C)C1=CC=C(C=C1)F ((S)-N1-(5-Cyclopropyl-1H-pyrazol-3-yl)-4-fluoro-N3-[1-(4-fluorophenyl)ethyl]-6-nitrobenzene-1,3-diamine), C(C)(=O)[O-].[NH4+] (ammonium acetate). Reagents/catalysts: [Zn] (Zinc). The solvent is CO.C1CCOC1 (MeOH THF). Run at temperature 25 celsius, time 2 hour. Product: C1(CC1)C1=CC(=NN1)NC=1C=C(C(=CC1N)F)N[C@@H](C)C1=CC=C(C=C1)F ((S)-N3-(5-Cyclopropyl-1H-pyrazol-3-yl)-6-fluoro-N1-[1-(4-fluorophenyl)ethyl]benzene-1,3,4-triamine). RXN SMILES: [CH:1]1([C:4]2[NH:8][N:7]=[C:6]([NH:9][C:10]3[C:15]([N+:16]([O-])=O)=[CH:14][C:13]([F:19])=[C:12]([NH:20][C@H:21]([C:23]4[CH:28]=[CH:27][C:26]([F:29])=[CH:25][CH:24]=4)[CH3:22])[CH:11]=3)[CH:5]=2)[CH2:3][CH2:2]1.[Cl-].[NH4+].C([O-])(=O)C.[NH4+]>CO.C1COCC1.[Zn]>[CH:1]1([C:4]2[NH:8][N:7]=[C:6]([NH:9][C:10]3[CH:11]=[C:12]([NH:20][C@H:21]([C:23]4[CH:24]=[CH:25][C:26]([F:29])=[CH:27][CH:28]=4)[CH3:22])[C:13]([F:19])=[CH:14][C:15]=3[NH2:16])[CH:5]=2)[CH2:3][CH2:2]1 |f:1.2,3.4,5.6|. Reported procedure: To a suspension of (S)-N1-(5-cyclopropyl-1H-pyrazol-3-yl)-4-fluoro-N3-[1-(4-fluorophenyl)ethyl]-6-nitrobenzene-1,3-diamine (Method 38; 0.33 g, 0.826 mmol) and Zinc dust (0.270 g, 4.13 mmol) in MeOH:THF (1:1, 10 ml) was slowly added saturated ammonium chloride (4 ml). The mixture was stirred at 25° C. for 2 hrs, to which was added saturated ammonium acetate solution (5 ml). The resulting mixture was stirred for another 30 min. The Zn dust was removed by filtration and washed with EtOAc (15 ml). T... Starting materials: CC1(CO)CCC(CO[Si](c2ccccc2)(c2ccccc2)C(C)(C)C)C1(C)C, CN1CCOCC1, CCC[N+](CCC)(CCC)CCC, ClCCl, O=[Ru](=O)(=O)[O-]. Product: CC1(C=O)CCC(CO[Si](c2ccccc2)(c2ccccc2)C(C)(C)C)C1(C)C. As a reaction SMILES: [C:8]([CH3:9])([CH3:10])([CH3:11])[Si:12]([O:13][CH2:14][CH:15]1[C:16]([CH3:23])([CH3:24])[C:17]([CH3:20])([CH2:21][OH:22])[CH2:18][CH2:19]1)([c:25]1[cH:26][cH:27][cH:28][cH:29][cH:30]1)[c:31]1[cH:32][cH:33][cH:34][cH:35][cH:36]1.[CH3:1][N:2]1[CH2:3][CH2:4][O:5][CH2:6][CH2:7]1.[CH3:45][CH2:46][CH2:47][N+:48]([CH2:49][CH2:50][CH3:51])([CH2:52][CH2:53][CH3:54])[CH2:55][CH2:56][CH3:57].[Cl:37][CH2:38][Cl:39].[O-:40][Ru:41](=[O:42])(=[O:43])=[O:44]>>[C:8]([CH3:9])([CH3:10])([CH3:11])[Si:12]([O:13][CH2:14][CH:15]1[C:16]([CH3:23])([CH3:24])[C:17]([CH3:20])([CH:21]=[O:22])[CH2:18][CH2:19]1)([c:25]1[cH:26][cH:27][cH:28][cH:29][cH:30]1)[c:31]1[cH:32][cH:33][cH:34][cH:35][cH:36]1. Starting materials: Cl (hydrochloric acid), C1(=CCCCC1)CN1C[C@H](CC1)NC(OC(C)(C)C)=O (tert-Butyl N-[(3S)-1-(cyclohex-1-en-1-ylmethyl)pyrrolidin-3-yl]carbamate), [OH-].[Na+] (sodium hydroxide). Solvent: C(C)O (ethanol). The product is C1(=CCCCC1)CN1C[C@H](CC1)N ((3S)-1-(Cyclohex-1-en-1-ylmethyl)pyrrolidin-3-amine). Isolated yield 95.6%. Reaction SMILES: [C:1]1([CH2:7][N:8]2[CH2:12][CH2:11][C@H:10]([NH:13]C(=O)OC(C)(C)C)[CH2:9]2)[CH2:6][CH2:5][CH2:4][CH2:3][CH:2]=1.Cl.[OH-].[Na+]>C(O)C>[C:1]1([CH2:7][N:8]2[CH2:12][CH2:11][C@H:10]([NH2:13])[CH2:9]2)[CH2:6][CH2:5][CH2:4][CH2:3][CH:2]=1 |f:2.3|. Procedure details: A mixture of tert-butyl N-[(3S)-1-(cyclohex-1-en-1-ylmethyl)pyrrolidin-3-yl]carbamate obtained in Example 9a (1.3 g, 4.64 mmol) and ethanol (9.2 ml) was stirred under ice-cooling, a 5 N aqueous hydrochloric acid solution (9.28 ml, 46.4 mmol) was added, and the reaction mixture was stirred at room temperature for 14 hours and 30 minutes. The reaction mixture was stirred under ice-cooling, a 5 N aqueous sodium hydroxide solution (9.28 ml, 46.4 mmol) was added, and the solvent was distilled off. Et...